Dataset: the Open Reaction Database (ORD), a public repository of structured organic reaction records. Task: describe an organic reaction: reactants, conditions, products, and yield Starting materials: ClC1=CC=C(CS)C=C1 (4-chlorobenzylmercaptan), [OH-].[Na+] (NaOH), ClCC#N (chloroacetonitrile). Run in O (water). Conditions: temperature 60 celsius. Yields the product ClC1=CC=C(CSCC#N)C=C1 (4-Chlorobenzylmercapto-acetonitrile). Yield: 100.0%. Reaction SMILES: [Cl:1][C:2]1[CH:9]=[CH:8][C:5]([CH2:6][SH:7])=[CH:4][CH:3]=1.[OH-].[Na+].Cl[CH2:13][C:14]#[N:15]>O>[Cl:1][C:2]1[CH:9]=[CH:8][C:5]([CH2:6][S:7][CH2:13][C:14]#[N:15])=[CH:4][CH:3]=1 |f:1.2|. Procedure: 13 ml (15.9 g; 0.1 mol) of 4-chlorobenzylmercaptan and a solution of 4.2 g (0.105 mol) of NaOH in 50 ml of water are mixed whilst cold. Thereafter the mixture is heated to about 60° C. and then 7.5 ml (about 1.2 mols) of chloroacetonitrile are added dropwise at this temperature. At the end of this addition (the temperature is then about 80° C.) the mixture is heated under reflux (100° C.) for 30 to 45 minutes. After cooling, the oil which has formed is extracted with ether and the aqueous phase ...